describe an organic reaction: reactants, conditions, products, and yield From a dataset of the Open Reaction Database (ORD), a public repository of structured organic reaction records. Starting materials: ClC1=CC=C(C=C1)C(C#C)(CC)N1C=CC2=C(C=CC=C12)N(S(=O)(=O)C)COCC[Si](C)(C)C (N-(1-(3-(4-chlorophenyl)pent-1-yn-3-yl)-1H-indol-4-yl)-N-((2-(trimethylsilyl)ethoxy)methyl)methanesulfonamide), [Li]CCCC (BuLi), C(OC)(=O)Cl (methyl carbonchloridate). Solvent: C1CCOC1 (THF). Reaction conditions: time 30 minute. The product is ClC1=CC=C(C=C1)C(C#CC(=O)OC)(CC)N1C=CC2=C(C=CC=C12)N(S(=O)(=O)C)COCC[Si](C)(C)C (methyl 4-(4-chlorophenyl)-4-(4-(N-((2-(trimethylsilyl)ethoxy)methyl) methyl sulfonamido)-1H-indol-1-yl)hex-2-ynoate). Reaction SMILES: [Cl:1][C:2]1[CH:7]=[CH:6][C:5]([C:8]([N:13]2[C:21]3[C:16](=[C:17]([N:22]([CH2:27][O:28][CH2:29][CH2:30][Si:31]([CH3:34])([CH3:33])[CH3:32])[S:23]([CH3:26])(=[O:25])=[O:24])[CH:18]=[CH:19][CH:20]=3)[CH:15]=[CH:14]2)([CH2:11][CH3:12])[C:9]#[CH:10])=[CH:4][CH:3]=1.[Li]CCCC.[C:40](Cl)(=[O:43])[O:41][CH3:42]>C1COCC1>[Cl:1][C:2]1[CH:7]=[CH:6][C:5]([C:8]([N:13]2[C:21]3[C:16](=[C:17]([N:22]([CH2:27][O:28][CH2:29][CH2:30][Si:31]([CH3:34])([CH3:33])[CH3:32])[S:23]([CH3:26])(=[O:25])=[O:24])[CH:18]=[CH:19][CH:20]=3)[CH:15]=[CH:14]2)([CH2:11][CH3:12])[C:9]#[C:10][C:40]([O:41][CH3:42])=[O:43])=[CH:4][CH:3]=1. Procedure details: To a solution of compound N-(1-(3-(4-chlorophenyl)pent-1-yn-3-yl)-1H-indol-4-yl)-N-((2-(trimethylsilyl)ethoxy)methyl)methanesulfonamide (2.9 g, 5.6 mmol, enantiomer A), as described in Example 55 Step A, in dry THF (10 mL) was added BuLi (4.5 mL, 11.2 mmol, 2.5 M in hexane) at −78° C. After stirring for 30 min, methyl carbonchloridate (0.88 mL, 6.2 mmol) was added to the mixture at −78° C. The resulting mixture was stirred for another 2 h and then quenched with saturated NH4Cl (10 mL), extracted... Reactants: O1C(CCCC1)OC(COC1=CC=C(C2=C1C(C=C(O2)C(=O)O)=O)CCC)C (5-[2-(tetrahydropyran-2-yloxy)propoxy]-4-oxo-8-propyl-4H-1-benzopyran-2-carboxylic acid). The reagents and catalysts are Cl (hydrochloric acid). Solvent: C(C)O (ethanol), O (water). Run at time 15 minute. Yields the product OC(COC1=CC=C(C2=C1C(C=C(O2)C(=O)O)=O)CCC)C (5-(2-hydroxypropoxy)-4-oxo-8-propyl-4H-1-benzopyran-2-carboxylic acid). Reaction SMILES: O1CCCCC1[O:7][CH:8]([CH3:28])[CH2:9][O:10][C:11]1[C:16]2[C:17](=[O:24])[CH:18]=[C:19]([C:21]([OH:23])=[O:22])[O:20][C:15]=2[C:14]([CH2:25][CH2:26][CH3:27])=[CH:13][CH:12]=1>C(O)C.O.Cl>[OH:7][CH:8]([CH3:28])[CH2:9][O:10][C:11]1[C:16]2[C:17](=[O:24])[CH:18]=[C:19]([C:21]([OH:23])=[O:22])[O:20][C:15]=2[C:14]([CH2:25][CH2:26][CH3:27])=[CH:13][CH:12]=1. Reported procedure: A suspension of 5-[2-(tetrahydropyran-2-yloxy)propoxy]-4-oxo-8-propyl-4H-1-benzopyran-2-carboxylic acid (0.12 g) in ethanol (3 ml), water (2 ml) and concentrated hydrochloric acid (1 drop) was stirred for 15 minutes at ambient temperature. The mixture was then extracted with chloroform (3×20 ml) and the chloroform extracts bulked, dried and evaporated in vacuo. The residue was crystallised from acetone giving 5-(2-hydroxypropoxy)-4-oxo-8-propyl-4H-1-benzopyran-2-carboxylic acid m.g. 134°-135° C. Product: CCCCCCCCCCCCCCCCCCNC(=O)CCC(C)C1CCC2C3CCC4CC(OC(=O)NCCCCCC(=O)N5CC(O)CC5C(OCc5ccc(OC)cc5)(c5ccccc5)c5ccc(OC)cc5)CCC4(C)C3CCC12C. RXN SMILES: [Cl:101][CH2:102][Cl:103].[NH2:1][CH2:2][CH2:3][CH2:4][CH2:5][CH2:6][C:7](=[O:8])[N:9]1[CH:10]([C:15]([O:16][CH2:17][c:18]2[cH:19][cH:20][c:21]([O:24][CH3:25])[cH:22][cH:23]2)([c:26]2[cH:27][cH:28][cH:29][cH:30][cH:31]2)[c:32]2[cH:33][cH:34][c:35]([O:38][CH3:39])[cH:36][cH:37]2)[CH2:11][CH:12]([OH:14])[CH2:13]1.[O:46]=[C:47]1[CH2:48][CH2:49][C:50](=[O:51])[N:52]1[O:53][C:54]([O:55][CH:56]1[CH2:57][CH2:58][C:59]2([CH3:99])[CH:60]3[CH2:61][CH2:62][C:63]4([CH3:98])[CH:64]([CH:73]([CH2:74][CH2:75][C:76]([NH:77][CH2:78][CH2:79][CH2:80][CH2:81][CH2:82][CH2:83][CH2:84][CH2:85][CH2:86][CH2:87][CH2:88][CH2:89][CH2:90][CH2:91][CH2:92][CH2:93][CH2:94][CH3:95])=[O:96])[CH3:97])[CH2:65][CH2:66][CH:67]4[CH:68]3[CH2:69][CH2:70][CH:71]2[CH2:72]1)=[O:100].[cH:40]1[cH:41][cH:42][n:43][cH:44][cH:45]1>>[NH:1]([CH2:2][CH2:3][CH2:4][CH2:5][CH2:6][C:7](=[O:8])[N:9]1[CH:10]([C:15]([O:16][CH2:17][c:18]2[cH:19][cH:20][c:21]([O:24][CH3:25])[cH:22][cH:23]2)([c:26]2[cH:27][cH:28][cH:29][cH:30][cH:31]2)[c:32]2[cH:33][cH:34][c:35]([O:38][CH3:39])[cH:36][cH:37]2)[CH2:11][CH:12]([OH:14])[CH2:13]1)[C:54](=[O:53])[O:55][CH:56]1[CH2:57][CH2:58][C:59]2([CH3:99])[CH:60]3[CH2:61][CH2:62][C:63]4([CH3:98])[CH:64]([CH:73]([CH2:74][CH2:75][C:76]([NH:77][CH2:78][CH2:79][CH2:80][CH2:81][CH2:82][CH2:83][CH2:84][CH2:85][CH2:86][CH2:87][CH2:88][CH2:89][CH2:90][CH2:91][CH2:92][CH2:93][CH2:94][CH3:95])=[O:96])[CH3:97])[CH2:65][CH2:66][CH:67]4[CH:68]3[CH2:69][CH2:70][CH:71]2[CH2:72]1. Starting materials: ClCCl, COc1ccc(COC(c2ccccc2)(c2ccc(OC)cc2)C2CC(O)CN2C(=O)CCCCCN)cc1, CCCCCCCCCCCCCCCCCCNC(=O)CCC(C)C1CCC2C3CCC4CC(OC(=O)ON5C(=O)CCC5=O)CCC4(C)C3CCC12C, c1ccncc1.